describe an organic reaction: reactants, conditions, products, and yield From a dataset of the Open Reaction Database (ORD), a public repository of structured organic reaction records. Starting materials: C(C)(C)(C)OC(=O)N1CCC(CC1)C1=C(C=CC=C1)OC (1-t-Butoxycarbonyl-4-(2-methoxyphenyl)piperidine), FC(C(=O)O)(F)F (trifluoroacetic acid). Run in C(Cl)Cl (methylene chloride). Reaction conditions: time 1 hour. The product is COC1=C(C=CC=C1)C1CCNCC1 (4-(2-Methoxyphenyl)piperidine). The yield is 104.6%. RXN SMILES: C(OC([N:8]1[CH2:13][CH2:12][CH:11]([C:14]2[CH:19]=[CH:18][CH:17]=[CH:16][C:15]=2[O:20][CH3:21])[CH2:10][CH2:9]1)=O)(C)(C)C.FC(F)(F)C(O)=O>C(Cl)Cl>[CH3:21][O:20][C:15]1[CH:16]=[CH:17][CH:18]=[CH:19][C:14]=1[CH:11]1[CH2:12][CH2:13][NH:8][CH2:9][CH2:10]1. Procedure details: 1-t-Butoxycarbonyl-4-(2-methoxyphenyl)piperidine (120 mg, 0.41 mmol) was dissolved in methylene chloride (2 ml). Thereto was added trifluoroacetic acid (2 ml) and the resulting solution was stirred at a room temperature for 1 hour. The solvent was evaporated under a reduced pressure, and the thus obtained residue was mixed with ethyl acetate. This was washed with 1 N sodium hydroxide aqueous solution and saturated brine in that order, and then the solvent was evaporated under a reduced pressure ... The reactants are ClC1=CC(=CC=C1)C(=O)OO (m-chloroperbenzoic acid), CSC1=CC=CC2=C1C(N1[C@H](C=3N2C=NC3C(=O)OC(C)(C)C)CCC1)=O (t-butyl (S)-11,12,13,13a-tetrahydro-8-methylthio-9-oxo-9H-imidazo[1,5-a]pyrrolo[2,1-c][1,4]benzodiazepine-1-carboxylate), [OH-].[Na+] (sodium hydroxide). Run in C(Cl)Cl (methylene chloride). Reaction conditions: time 8 hour. The product is CS(=O)C1=CC=CC2=C1C(N1[C@H](C=3N2C=NC3C(=O)OC(C)(C)C)CCC1)=O (t-butyl (S)-11,12,13,13a-tetrahydro-8-methylsulphinyl-9-oxo-9H-imidazo[1,5-a]pyrrolo[2,1-c][1,4]benzodiazepine-1-carboxylate). RXN SMILES: [CH3:1][S:2][C:3]1[C:8]2[C:9](=[O:27])[N:10]3[CH2:26][CH2:25][CH2:24][C@H:11]3[C:12]3[N:13]([CH:14]=[N:15][C:16]=3[C:17]([O:19][C:20]([CH3:23])([CH3:22])[CH3:21])=[O:18])[C:7]=2[CH:6]=[CH:5][CH:4]=1.ClC1C=CC=C(C(OO)=[O:36])C=1.[OH-].[Na+]>C(Cl)Cl>[CH3:1][S:2]([C:3]1[C:8]2[C:9](=[O:27])[N:10]3[CH2:26][CH2:25][CH2:24][C@H:11]3[C:12]3[N:13]([CH:14]=[N:15][C:16]=3[C:17]([O:19][C:20]([CH3:23])([CH3:21])[CH3:22])=[O:18])[C:7]=2[CH:6]=[CH:5][CH:4]=1)=[O:36] |f:2.3|. Procedure: 4.0 g (10.38 mmol) of t-butyl (S)-11,12,13,13a-tetrahydro-8-methylthio-9-oxo-9H-imidazo[1,5-a]pyrrolo[2,1-c][1,4]benzodiazepine-1-carboxylate are dissolved in 25 ml of methylene chloride, treated portionwise at room temperature with 2.0 g (about 10.4 mmol) of about 90% percent m-chloroperbenzoic acid and left to stand at room temperature overnight. Then, the solution is poured into 2 N sodium hydroxide, the methylene chloride phase is separated, dried over magnesium sulphate and evaporated. Afte... Starting materials: solution, [F-].C(CCC)[N+](CCCC)(CCCC)CCCC (tetrabutyl ammonium fluoride), CN1CCN(CC1)CC1=CC=2N=C(N=C(C2S1)N1CCOCC1)C1=CC(=CC=C1)O[SiH2]C(C(C)(C)C)(C)C (6-(4-methyl-piperazin-1-ylmethyl)-4-morpholin-4-yl-2-[3-(1,1,2,2-tetramethyl-propylsilanyloxy)-phenyl]-thieno[3,2-d]pyrimidine). The solvent is C1CCOC1 (THF), C1CCOC1 (THF). Product: CN1CCN(CC1)CC1=CC=2N=C(N=C(C2S1)N1CCOCC1)C=1C=C(C=CC1)O (3-[6-(4-Methyl-piperazin-1-ylmethyl)-4-morpholin-4-yl-thieno[3,2-d]pyrimidin-2-yl]-phenol). Yield: 84.2%. Reaction SMILES: [CH3:1][N:2]1[CH2:7][CH2:6][N:5]([CH2:8][C:9]2[S:17][C:16]3[C:15]([N:18]4[CH2:23][CH2:22][O:21][CH2:20][CH2:19]4)=[N:14][C:13]([C:24]4[CH:29]=[CH:28][CH:27]=[C:26]([O:30][SiH2]C(C)(C)C(C)(C)C)[CH:25]=4)=[N:12][C:11]=3[CH:10]=2)[CH2:4][CH2:3]1.[F-].C([N+](CCCC)(CCCC)CCCC)CCC>C1COCC1>[CH3:1][N:2]1[CH2:7][CH2:6][N:5]([CH2:8][C:9]2[S:17][C:16]3[C:15]([N:18]4[CH2:19][CH2:20][O:21][CH2:22][CH2:23]4)=[N:14][C:13]([C:24]4[CH:25]=[C:26]([OH:30])[CH:27]=[CH:28][CH:29]=4)=[N:12][C:11]=3[CH:10]=2)[CH2:4][CH2:3]1 |f:1.2|. Procedure details: To a solution of 6-(4-methyl-piperazin-1-ylmethyl)-4-morpholin-4-yl-2-[3-(1,1,2,2-tetramethyl-propylsilanyloxy)-phenyl]-thieno[3,2-d]pyrimidine (6.95 g, 12.89 mmol) in THF (100 mL) cooled to 0° C. was added a 1.0 M solution of tetrabutyl ammonium fluoride in THF (14.2 mL, 1.1 eq.). After 30 minutes the solvent was removed in vacuo and the residue was purified using flash chromatography (silica, 8% methanol in dichloromethane) and then triturated using ethyl acetate/methanol to yield the title co...